From a dataset of the Open Reaction Database (ORD), a public repository of structured organic reaction records. describe an organic reaction: reactants, conditions, products, and yield Starting materials: COC=1C=C(C(=O)N2CC(CC2)(C2=CC(=C(C=C2)F)F)CCN2CCC(CC2)NC2=NC3=C(N2CC2=NC=CC=C2)C=CC=C3)C=C(C1OC)OC (1-(3,4,5-trimethoxybenzoyl)-3-(2-(4-(1-(pyrid-2-ylmethyl)-1H-benzimidazol-2-yl-amino)piperidin-1-yl)ethyl)-3-(3,4-difluorophenyl)pyrrolidine), CS(=O)(=O)O (methanesulfonic acid), C(C)OCC (diethyl ether), CO (methanol). Solvent: C(C)(=O)OCC (ethyl acetate), C(C)(=O)OCC (ethyl acetate). Conditions: time 2 hour. Yields the product CS(=O)(=O)O.COC=1C=C(C(=O)N2CC(CC2)(C2=CC(=C(C=C2)F)F)CCN2CCC(CC2)NC2=NC3=C(N2CC2=NC=CC=C2)C=CC=C3)C=C(C1OC)OC (1-(3,4,5-trimethoxybenzoyl)-3-(2-(4-(1-(pyrid-2-ylmethyl)-1H-benzimidazol-2-yl-amino)piperidin-1-yl)ethyl)-3-(3,4-difluorophenyl)pyrrolidine Methanesulfonic Acid Salt). Reaction SMILES: [CH3:1][O:2][C:3]1[CH:4]=[C:5]([CH:46]=[C:47]([O:51][CH3:52])[C:48]=1[O:49][CH3:50])[C:6]([N:8]1[CH2:12][CH2:11][C:10]([CH2:21][CH2:22][N:23]2[CH2:28][CH2:27][CH:26]([NH:29][C:30]3[N:34]([CH2:35][C:36]4[CH:41]=[CH:40][CH:39]=[CH:38][N:37]=4)[C:33]4[CH:42]=[CH:43][CH:44]=[CH:45][C:32]=4[N:31]=3)[CH2:25][CH2:24]2)([C:13]2[CH:18]=[CH:17][C:16]([F:19])=[C:15]([F:20])[CH:14]=2)[CH2:9]1)=[O:7].[CH3:53][S:54]([OH:57])(=[O:56])=[O:55].CO.C(OCC)C>C(OCC)(=O)C>[CH3:53][S:54]([OH:57])(=[O:56])=[O:55].[CH3:1][O:2][C:3]1[CH:4]=[C:5]([CH:46]=[C:47]([O:51][CH3:52])[C:48]=1[O:49][CH3:50])[C:6]([N:8]1[CH2:12][CH2:11][C:10]([CH2:21][CH2:22][N:23]2[CH2:28][CH2:27][CH:26]([NH:29][C:30]3[N:34]([CH2:35][C:36]4[CH:41]=[CH:40][CH:39]=[CH:38][N:37]=4)[C:33]4[CH:42]=[CH:43][CH:44]=[CH:45][C:32]=4[N:31]=3)[CH2:25][CH2:24]2)([C:13]2[CH:18]=[CH:17][C:16]([F:19])=[C:15]([F:20])[CH:14]=2)[CH2:9]1)=[O:7] |f:5.6|. Procedure: Combine 1-(3,4,5-trimethoxybenzoyl)-3-(2-(4-(1-(pyrid-2-ylmethyl)-1H-benzimidazol-2-yl-amino)piperidin-1-yl)ethyl)-3-(3,4-difluorophenyl)pyrrolidine (1.1 g, 1.55 mmol) and ethyl acetate (90 mL). Add a solution of methanesulfonic acid (0.30 g, 3.01 mmol) in ethyl acetate (10 mL). Add methanol (20 mL) and heat to reflux. After 2 hours, evaporate in vacuo to give a residue. Combine the residue and diethyl ether (300 mL) and stir to form a solid. After 3 hours, decant the solvent, collect the solid,... Starting materials: COC(CCC1=CN=C(S1)C1N(CCC1)C(CC1=CC=C(C=C1)NC(=O)NC1=C(C=CC=C1)C)=O)=O (3-[2-(1-{[4-(3-o-Tolyl-ureido)-phenyl]-acetyl}-pyrrolidin-2-yl)-thiazol-5-yl]-propionic acid methyl ester). Run in CO (methanol), O1CCCC1 (tetrahydrofuran), [OH-].[Li+] (lithium hydroxide). Run at time 4 hour. The product is C1(=C(C=CC=C1)NC(NC1=CC=C(C=C1)CC(=O)N1C(CCC1)C=1SC(=CN1)CCC(=O)O)=O)C (3-[2-(1-{[4-(3-o-Tolyl-ureido)-phenyl]-acetyl}-pyrrolidin-2-yl)-thiazol-5-yl]-propionic acid). The yield is 93.7%. RXN SMILES: C[O:2][C:3](=[O:36])[CH2:4][CH2:5][C:6]1[S:10][C:9]([CH:11]2[CH2:15][CH2:14][CH2:13][N:12]2[C:16](=[O:35])[CH2:17][C:18]2[CH:23]=[CH:22][C:21]([NH:24][C:25]([NH:27][C:28]3[CH:33]=[CH:32][CH:31]=[CH:30][C:29]=3[CH3:34])=[O:26])=[CH:20][CH:19]=2)=[N:8][CH:7]=1>CO.O1CCCC1.[OH-].[Li+]>[C:29]1([CH3:34])[CH:30]=[CH:31][CH:32]=[CH:33][C:28]=1[NH:27][C:25](=[O:26])[NH:24][C:21]1[CH:20]=[CH:19][C:18]([CH2:17][C:16]([N:12]2[CH2:13][CH2:14][CH2:15][CH:11]2[C:9]2[S:10][C:6]([CH2:5][CH2:4][C:3]([OH:36])=[O:2])=[CH:7][N:8]=2)=[O:35])=[CH:23][CH:22]=1 |f:3.4|. Reported procedure: A solution was prepared of 3-[2-(1-{[4-(3-o-Tolyl-ureido)-phenyl]-acetyl}-pyrrolidin-2-yl)-thiazol-5-yl]-propionic acid methyl ester (0.33 g, 0.65 mmol) in methanol (4 mL), tetrahydrofuran (8 mL) and aqueous lithium hydroxide (2M, 4 mL). The solution was stirred for 4 h and partitioned between aqueous hydrochloric acid (1N, 30 mL) and ethyl acetate (100 mL). The aqueous portion was extracted with ethyl acetate (50 mL). The combined organic portions were extracted with brine (20 mL) and the solve...